From a dataset of the Open Reaction Database (ORD), a public repository of structured organic reaction records. describe an organic reaction: reactants, conditions, products, and yield Reactants: [Cl-].COC[P+](C1=CC=CC=C1)(C1=CC=CC=C1)C1=CC=CC=C1 (methoxymethyl-triphenylphosphonium chloride), C(#N)C1=CC=C(C=C1)[C@@H]1CC[C@H](CC1)CCC=O (3-[trans-4-(p-cyanophenyl)cyclohexyl]propionaldehyde), O (water), potassium t-butylate. Run in COC(C)(C)C (t-butyl methyl ether), COC(C)(C)C (t-butyl methyl ether). Reaction conditions: time 1 hour. Product: residue, COC=CCC[C@@H]1CC[C@H](CC1)C1=CC=C(C#N)C=C1 (p-[trans-4-(4-methoxy-3-butenyl)cyclohexyl]benzonitrile). Isolated yield 88.1%. Reaction SMILES: [Cl-].[CH3:2][O:3][CH2:4][P+](C1C=CC=CC=1)(C1C=CC=CC=1)C1C=CC=CC=1.[C:24]([C:26]1[CH:31]=[CH:30][C:29]([C@H:32]2[CH2:37][CH2:36][C@H:35]([CH2:38][CH2:39][CH:40]=O)[CH2:34][CH2:33]2)=[CH:28][CH:27]=1)#[N:25].O>COC(C)(C)C>[CH3:2][O:3][CH:4]=[CH:40][CH2:39][CH2:38][C@H:35]1[CH2:34][CH2:33][C@H:32]([C:29]2[CH:28]=[CH:27][C:26]([C:24]#[N:25])=[CH:31][CH:30]=2)[CH2:37][CH2:36]1 |f:0.1|. Reported procedure: A suspension of 6.4 g of methoxymethyl-triphenylphosphonium chloride in 80 ml of t-butyl methyl ether was treated within 3 minutes with 2.1 g of potassium t-butylate while gassing with argon at 0° C. and the mixture was stirred for a further 1 hour at 0°-5° C. The mixture was then treated dropwise within 5 minutes at 0° C. with a solution of 3.0 g of 3-[trans-4-(p-cyanophenyl)cyclohexyl]propionaldehyde in 20 ml of t-butyl methyl ether and the resulting mixture was stirred for a further 2 hours a... The reactants are O=C1NC(=O)c2ccccc21, C[N+](C)(C)Cc1ccccc1, ClCC1CO1, CC(C)O, [Cl-], [K]. Yields the product O=C1NC(=O)c2c(CC3CO3)cccc21. As a reaction SMILES: [C:1]1(=[O:11])[c:2]2[c:3]([cH:7][cH:8][cH:9][cH:10]2)[C:4](=[O:6])[NH:5]1.[CH2:19]([N+:20]([CH3:21])([CH3:22])[CH3:23])[c:24]1[cH:25][cH:26][cH:27][cH:28][cH:29]1.[CH:13]1([CH2:14][Cl:15])[CH2:16][O:17]1.[CH:30]([OH:31])([CH3:32])[CH3:33].[Cl-:18].[K:12]>>[C:1]1(=[O:11])[c:2]2[c:3]([cH:7][cH:8][cH:9][c:10]2[CH2:14][CH:13]2[CH2:16][O:17]2)[C:4](=[O:6])[NH:5]1. Reactants: C(C)(C)(C)OC(=O)C1=CC(=C(C=C1)[C@@H]1CC[C@H](CC1)NCC#C)CNC (trans-4-(4-tert.butoxycarbonyl-methylaminomethylphenyl)-N-propargylcyclohexylamine), ClC1=CC=C(C(=O)Cl)C=C1 (4-chlorobenzoylchloride), petroleum ether ethyl acetate. The product is C(C)(C)(C)OC(=O)C1=CC(=C(C=C1)[C@@H]1CC[C@H](CC1)N(CC#C)C(C1=CC=C(C=C1)Cl)=O)CNC (trans-4-(4-tert.butoxycarbonyl-methylaminomethylphenyl)-N-(4-chlorobenzoyl)-N-propargylcyclohexylamine). RXN SMILES: [C:1]([O:5][C:6]([C:8]1[CH:13]=[CH:12][C:11]([C@H:14]2[CH2:19][CH2:18][C@H:17]([NH:20][CH2:21][C:22]#[CH:23])[CH2:16][CH2:15]2)=[C:10]([CH2:24][NH:25][CH3:26])[CH:9]=1)=[O:7])([CH3:4])([CH3:3])[CH3:2].[Cl:27][C:28]1[CH:36]=[CH:35][C:31]([C:32](Cl)=[O:33])=[CH:30][CH:29]=1>>[C:1]([O:5][C:6]([C:8]1[CH:13]=[CH:12][C:11]([C@H:14]2[CH2:15][CH2:16][C@H:17]([N:20]([C:32](=[O:33])[C:31]3[CH:35]=[CH:36][C:28]([Cl:27])=[CH:29][CH:30]=3)[CH2:21][C:22]#[CH:23])[CH2:18][CH2:19]2)=[C:10]([CH2:24][NH:25][CH3:26])[CH:9]=1)=[O:7])([CH3:4])([CH3:3])[CH3:2]. Procedure: from trans-4-(4-tert.butoxycarbonyl-methylaminomethylphenyl)-N-propargylcyclohexylamine and 4-chlorobenzoylchloride. Colourless oil. Rf value: 0.46 (silica gel, petroleum ether/ethyl acetate=2:1, v:v). RXN SMILES: [CH2:1]([C:3]1[CH:4]=[C:5]([CH3:24])[C:6]([N:9]2[CH2:14][CH2:13][N:12]([C:15]([C:17]3[CH:22]=[CH:21][C:20](I)=[CH:19][CH:18]=3)=[O:16])[CH2:11][CH2:10]2)=[N:7][CH:8]=1)[CH3:2].[O:25]=[C:26]1[NH:30][C@H:29]([CH2:31][O:32][C:33](=[O:40])[C:34]2[CH:39]=[CH:38][CH:37]=[CH:36][CH:35]=2)[CH2:28][O:27]1>>[C:33]([O:32][CH2:31][C@@H:29]1[CH2:28][O:27][C:26](=[O:25])[N:30]1[C:20]1[CH:21]=[CH:22][C:17]([C:15]([N:12]2[CH2:13][CH2:14][N:9]([C:6]3[C:5]([CH3:24])=[CH:4][C:3]([CH2:1][CH3:2])=[CH:8][N:7]=3)[CH2:10][CH2:11]2)=[O:16])=[CH:18][CH:19]=1)(=[O:40])[C:34]1[CH:35]=[CH:36][CH:37]=[CH:38][CH:39]=1. The reactants are C(C)C=1C=C(C(=NC1)N1CCN(CC1)C(=O)C1=CC=C(C=C1)I)C ([4-(5-ethyl-3-methylpyridin-2-yl)piperazin-1-yl](4-iodophenyl)methanone), O=C1OC[C@H](N1)COC(C1=CC=CC=C1)=O (benzoic acid (R)-2-oxooxazolidin-4-ylmethyl ester). The yield is 95.6%. The product is C(C1=CC=CC=C1)(=O)OC[C@H]1N(C(OC1)=O)C1=CC=C(C=C1)C(=O)N1CCN(CC1)C1=NC=C(C=C1C)CC ((R)-4-benzoyloxymethyl-3-{4-[4-(5-ethyl-3-methylpyridin-2-yl)piperazine-1-carbonyl]phenyl}oxazolidin-2-one). Reported procedure: By reaction and treatment in the same manner as in Preparation Example 91 and using [4-(5-ethyl-3-methylpyridin-2-yl)piperazin-1-yl](4-iodophenyl)methanone (2.18 g) described in Preparation Example 177 and benzoic acid (R)-2-oxooxazolidin-4-ylmethyl ester (1.11 g), the title compound (2.53 g) was obtained. Reactants: NC1=NC=NN2C1=C(C(=C2C2=CC(=CC=C2)OC)C2CCN(CC2)C(=O)OC(C)(C)C)Br (tert-butyl 4-(4-amino-5-bromo-7-(3-methoxyphenyl)pyrrolo[2,1-f][1,2,4]triazin-6-yl)piperidine-1-carboxylate), O(C1=CC=CC=C1)C1=CC=C(C=C1)B(O)O (4-phenoxyphenylboronic acid), P(=O)([O-])([O-])[O-].[K+].[K+].[K+] (potassium phosphate), FC(C(=O)O)(F)F (trifluoroacetic acid). Reagents/catalysts: C=1C=CC(=CC1)[P](C=2C=CC=CC2)(C=3C=CC=CC3)[Pd]([P](C=4C=CC=CC4)(C=5C=CC=CC5)C=6C=CC=CC6)([P](C=7C=CC=CC7)(C=8C=CC=CC8)C=9C=CC=CC9)[P](C=1C=CC=CC1)(C=1C=CC=CC1)C=1C=CC=CC1 (Pd(PPh3)4). Run in C(Cl)Cl (DCM), CN(C)C=O.O (DMF water). Conditions: temperature 100 celsius. Yields the product COC=1C=C(C=CC1)C1=C(C(=C2C(=NC=NN21)N)C2=CC=C(C=C2)OC2=CC=CC=C2)C2CCNCC2 (7-(3-methoxyphenyl)-5-(4-phenoxyphenyl)-6-(piperidin-4-yl)pyrrolo[2,1-f][1,2,4]triazin-4-amine). The yield is 32.5%. RXN SMILES: [NH2:1][C:2]1[C:7]2=[C:8](Br)[C:9]([CH:19]3[CH2:24][CH2:23][N:22](C(OC(C)(C)C)=O)[CH2:21][CH2:20]3)=[C:10]([C:11]3[CH:16]=[CH:15][CH:14]=[C:13]([O:17][CH3:18])[CH:12]=3)[N:6]2[N:5]=[CH:4][N:3]=1.[O:33]([C:40]1[CH:45]=[CH:44][C:43](B(O)O)=[CH:42][CH:41]=1)[C:34]1[CH:39]=[CH:38][CH:37]=[CH:36][CH:35]=1.P([O-])([O-])([O-])=O.[K+].[K+].[K+].FC(F)(F)C(O)=O>C(Cl)Cl.C1C=CC([P]([Pd]([P](C2C=CC=CC=2)(C2C=CC=CC=2)C2C=CC=CC=2)([P](C2C=CC=CC=2)(C2C=CC=CC=2)C2C=CC=CC=2)[P](C2C=CC=CC=2)(C2C=CC=CC=2)C2C=CC=CC=2)(C2C=CC=CC=2)C2C=CC=CC=2)=CC=1.CN(C=O)C.O>[CH3:18][O:17][C:13]1[CH:12]=[C:11]([C:10]2[N:6]3[C:7]([C:2]([NH2:1])=[N:3][CH:4]=[N:5]3)=[C:8]([C:43]3[CH:44]=[CH:45][C:40]([O:33][C:34]4[CH:39]=[CH:38][CH:37]=[CH:36][CH:35]=4)=[CH:41][CH:42]=3)[C:9]=2[CH:19]2[CH2:20][CH2:21][NH:22][CH2:23][CH2:24]2)[CH:16]=[CH:15][CH:14]=1 |f:2.3.4.5,9.10,^1:70,72,91,110|. Procedure: The compound (25 mg, 0.050 mmol) prepared in Example 24, 4-phenoxyphenylboronic acid (10.65 mg, 0.050 mmol), potassium phosphate (10.56 mg, 0.050 mmol) and Pd(PPh3)4 (11.50 mg, 0.01 mmol) were added to a small pressure tube and DMF/water (1 mL/0.5 mL) was added. The reaction mixture was flushed with argon for 5 minutes then sealed. The reaction was heated to 100° C. for 24 hours. The DMF was removed under vacuum and the product was isolated by prep-HPLC. The product was then treated with trifluo... The reactants are CC(C)CC=C1CCC(=O)CC1, CCOC(C)=O, Cc1ccccc1, Cl, NCCC(=O)OCc1ccccc1, O, O=C(O)CC(S)C(=O)O. The product is CC(C)CC=C1CCC2(CC1)SC(CC(=O)O)C(=O)N2CCC(=O)OCc1ccccc1. RXN SMILES: [CH3:1][CH:2]([CH2:3][CH:4]=[C:5]1[CH2:6][CH2:7][C:8](=[O:11])[CH2:9][CH2:10]1)[CH3:12].[CH3:36][CH2:37][O:38][C:39](=[O:40])[CH3:41].[CH3:43][c:44]1[cH:45][cH:46][cH:47][cH:48][cH:49]1.[ClH:35].[NH2:13][CH2:14][CH2:15][C:16](=[O:17])[O:18][CH2:19][c:20]1[cH:21][cH:22][cH:23][cH:24][cH:25]1.[OH2:42].[SH:26][CH:27]([C:28](=[O:29])[OH:30])[CH2:31][C:32](=[O:33])[OH:34]>>[CH3:1][CH:2]([CH2:3][CH:4]=[C:5]1[CH2:6][CH2:7][C:8]2([CH2:9][CH2:10]1)[N:13]([CH2:14][CH2:15][C:16](=[O:17])[O:18][CH2:19][c:20]1[cH:21][cH:22][cH:23][cH:24][cH:25]1)[C:28](=[O:29])[CH:27]([CH2:31][C:32](=[O:33])[OH:34])[S:26]2)[CH3:12]. The reactants are [BH4-], CCc1nc2cc(C(C)=O)ccc2n1-c1ccc(CCNC(=O)NS(=O)(=O)c2ccc(C)cc2)cc1, CCO, [Cl-], [NH4+], [Na+], [Na+], [OH-], O. Yields the product CCc1nc2cc(C(C)O)ccc2n1-c1ccc(CCNC(=O)NS(=O)(=O)c2ccc(C)cc2)cc1. RXN SMILES: [BH4-:39].[C:1]([CH3:2])(=[O:3])[c:4]1[cH:5][c:6]2[c:7]([n:8](-[c:13]3[cH:14][cH:15][c:16]([CH2:19][CH2:20][NH:21][C:22](=[O:23])[NH:24][S:25](=[O:26])(=[O:27])[c:28]4[cH:29][cH:30][c:31]([CH3:34])[cH:32][cH:33]4)[cH:17][cH:18]3)[c:9]([CH2:11][CH3:12])[n:10]2)[cH:35][cH:36]1.[CH3:43][CH2:44][OH:45].[Cl-:41].[NH4+:42].[Na+:38].[Na+:40].[OH-:37].[OH2:46]>>[CH:1]([CH3:2])([OH:3])[c:4]1[cH:5][c:6]2[c:7]([n:8](-[c:13]3[cH:14][cH:15][c:16]([CH2:19][CH2:20][NH:21][C:22](=[O:23])[NH:24][S:25](=[O:26])(=[O:27])[c:28]4[cH:29][cH:30][c:31]([CH3:34])[cH:32][cH:33]4)[cH:17][cH:18]3)[c:9]([CH2:11][CH3:12])[n:10]2)[cH:35][cH:36]1. The reactants are [H-].[Na+] (NaH), C(C)I (ethyl iodide), FC=1C=C(C=NC1)C1=CC(CC2(CCN(CC2)C(=O)C2=CC(=C(C=C2)OC(C)C)C)O1)O ([10-(5-fluoro-3-pyridyl)-8-hydroxy-11-oxa-3-azaspiro[5.5]undec-9-en-3-yl]-(4-isopropoxy-3-methyl-phenyl)methanone). Reagents/catalysts: [Pd] (palladium on carbon), [Pd] (palladium on carbon). The solvent is C(C)O (ethanol). Conditions: temperature 25 celsius, time 12 hour. Yields the product C(C)(C)OC1=C(C=C(C=C1)C=O)C ((4-isopropoxy-3-methylphenyl)methanone). The yield is 293.5%. RXN SMILES: FC1C=C(C2OC3(CCN([C:18]([C:20]4[CH:25]=[CH:24][C:23]([O:26][CH:27]([CH3:29])[CH3:28])=[C:22]([CH3:30])[CH:21]=4)=[O:19])CC3)CC(O)C=2)C=NC=1.[H-].[Na+].C(I)C>C(O)C.[Pd]>[CH:27]([O:26][C:23]1[CH:24]=[CH:25][C:20]([CH:18]=[O:19])=[CH:21][C:22]=1[CH3:30])([CH3:29])[CH3:28] |f:1.2|. Procedure details: A solution of [10-(5-fluoro-3-pyridyl)-8-hydroxy-11-oxa-3-azaspiro[5.5]undec-9-en-3-yl]-(4-isopropoxy-3-methyl-phenyl)methanone (56 mg, 0.13 mmol) in ethanol (4.4 mL) was purged with nitrogen for 5 min and treated with 10% palladium on carbon (13 mg, 0.012 mmol). The mixture was evacuated and put under a hydrogen atmosphere (balloon). The reaction mixture was stirred for 12 h at 25° C. The reaction mixture was evacuated and put under an inert atmosphere and re-charged with 10% palladium on carbo... Reactants: C(CCCC)N=C=O (pentylisocyanate), NC1=CC=C(N=N1)N1CCN(CC1)C(=O)C1=C(C=CC=C1)C(F)(F)F ([4-(6-aminopyridazin-3-yl)piperazin-1-yl](2-trifluoromethylphenyl)methanone). The product is C(CCCC)NC(=O)NC=1N=NC(=CC1)N1CCN(CC1)C(C1=C(C=CC=C1)C(F)(F)F)=O (1-PENTYL-3-{6-[4-(2-TRIFLUOROMETHYLBENZOYL)PIPERAZIN-1-YL]PYRIDAZIN-3-YL}UREA), solid. Isolated yield 45.5%. RXN SMILES: [CH2:1]([N:6]=[C:7]=[O:8])[CH2:2][CH2:3][CH2:4][CH3:5].[NH2:9][C:10]1[N:15]=[N:14][C:13]([N:16]2[CH2:21][CH2:20][N:19]([C:22]([C:24]3[CH:29]=[CH:28][CH:27]=[CH:26][C:25]=3[C:30]([F:33])([F:32])[F:31])=[O:23])[CH2:18][CH2:17]2)=[CH:12][CH:11]=1>>[CH2:1]([NH:6][C:7]([NH:9][C:10]1[N:15]=[N:14][C:13]([N:16]2[CH2:17][CH2:18][N:19]([C:22](=[O:23])[C:24]3[CH:29]=[CH:28][CH:27]=[CH:26][C:25]=3[C:30]([F:33])([F:32])[F:31])[CH2:20][CH2:21]2)=[CH:12][CH:11]=1)=[O:8])[CH2:2][CH2:3][CH2:4][CH3:5]. Reported procedure: Following the procedure of Example 5, making variations only as required to use pentylisocyanate in place of (2-isocyanatocyclopropyl)benzene to react with [4-(6-aminopyridazin-3-yl)piperazin-1-yl](2-trifluoromethylphenyl)methanone, the title compound was obtained as a white solid (45.5% yield). 1H NMR (400 MHz, CDCl3) δ 10.60, 7.82, 7.74, 7.13, 7.63, 7.56, 7.52, 7.36, 7.08, 4.29, 4.0-4.09, 3.85-3.95, 3.50-3.70, 3.40-3.47, 3.25-3.36, 1.50-1.60, 1.22-1.36, 0.80-0.92. MS (ES+) m/z 465 (M+1). The reactants are CC(=O)O, CO, COC(=O)C1(O)CN(C(c2ccccc2)c2ccccc2)C1. The product is COC(=O)C1(O)CNC1. RXN SMILES: [CH3:23][C:24](=[O:25])[OH:26].[CH3:27][OH:28].[CH:1]([c:2]1[cH:3][cH:4][cH:5][cH:6][cH:7]1)([c:8]1[cH:9][cH:10][cH:11][cH:12][cH:13]1)[N:14]1[CH2:15][C:16]([C:18](=[O:19])[O:20][CH3:21])([OH:22])[CH2:17]1>>[NH:14]1[CH2:15][C:16]([C:18](=[O:19])[O:20][CH3:21])([OH:22])[CH2:17]1.